Dataset: the Open Reaction Database (ORD), a public repository of structured organic reaction records. Task: describe an organic reaction: reactants, conditions, products, and yield Starting materials: C(C)OC(C[C@H](CCC1=CC=CC=C1)NC1=C(C=CC(=C1)C)[N+](=O)[O-])=O ((S)-3-(5-Methyl-2-nitro-phenylamino)-5-phenyl-pentanoic acid ethyl ester). The reagents and catalysts are [Pd] (Pd/C). The solvent is CO (MeOH), CO (MeOH). Conditions: time 3 hour. Yields the product C(C)OC(C[C@H](CCC1=CC=CC=C1)NC1=C(C=CC(=C1)C)N)=O ((S)-3-(2-Amino-5-methyl-phenylamino)-5-phenyl-pentanoic acid ethyl ester). Isolated yield 102.9%. RXN SMILES: [CH2:1]([O:3][C:4](=[O:26])[CH2:5][C@@H:6]([NH:15][C:16]1[CH:21]=[C:20]([CH3:22])[CH:19]=[CH:18][C:17]=1[N+:23]([O-])=O)[CH2:7][CH2:8][C:9]1[CH:14]=[CH:13][CH:12]=[CH:11][CH:10]=1)[CH3:2]>CO.[Pd]>[CH2:1]([O:3][C:4](=[O:26])[CH2:5][C@@H:6]([NH:15][C:16]1[CH:21]=[C:20]([CH3:22])[CH:19]=[CH:18][C:17]=1[NH2:23])[CH2:7][CH2:8][C:9]1[CH:14]=[CH:13][CH:12]=[CH:11][CH:10]=1)[CH3:2]. Procedure details: To a solution of (S)-3-(5-Methyl-2-nitro-phenylamino)-5-phenyl-pentanoic acid ethyl ester (0.9 g, 2.5 mmol) in MeOH (20 mL) was added slurry of Pd/C (0.2 g) in MeOH. The reaction mixture was de-gassed using house vacuum. The reaction mixture was stirred under H2 balloon for 3 h. When the reaction color changed from orange to colorless, the reaction mixture was filtered through a pad of celite. The filtrate was concentrated to afford 0.84 g the desired product. This product was used for the next ... Starting materials: BrC=1C=CC(=C(C(=O)NC=2C=NC=CC2)C1)OCC1=CC=CC=C1 (5-Bromo-2-[(phenylmethyl)oxy]-N-3-Pyridinylbenzamide), CN1N=CC=C1B1OC(C(O1)(C)C)(C)C (1-methyl-5-(4,4,5,5-tetramethyl-1,3,2-dioxaborolan-2-yl)-1H-pyrazole), C([O-])([O-])=O.[Na+].[Na+] (sodium carbonate). Reagents/catalysts: C=1C=CC(=CC1)[P](C=2C=CC=CC2)(C=3C=CC=CC3)[Pd]([P](C=4C=CC=CC4)(C=5C=CC=CC5)C=6C=CC=CC6)([P](C=7C=CC=CC7)(C=8C=CC=CC8)C=9C=CC=CC9)[P](C=1C=CC=CC1)(C=1C=CC=CC1)C=1C=CC=CC1 (tetrakis(triphenylphosphine)palladium(0)). Solvent: COCCOC (1,2-dimethoxyethane). Reaction conditions: temperature 120 celsius. Yields the product CN1N=CC=C1C=1C=CC(=C(C(=O)NC=2C=NC=CC2)C1)OCC1=CC=CC=C1 (5-(1-Methyl-1H-pyrazol-5-yl)-2-[(phenyl methyl)oxy]-N-3-pyridinylbenzamide). As a reaction SMILES: Br[C:2]1[CH:3]=[CH:4][C:5]([O:17][CH2:18][C:19]2[CH:24]=[CH:23][CH:22]=[CH:21][CH:20]=2)=[C:6]([CH:16]=1)[C:7]([NH:9][C:10]1[CH:11]=[N:12][CH:13]=[CH:14][CH:15]=1)=[O:8].[CH3:25][N:26]1[C:30](B2OC(C)(C)C(C)(C)O2)=[CH:29][CH:28]=[N:27]1.C(=O)([O-])[O-].[Na+].[Na+]>C1C=CC([P]([Pd]([P](C2C=CC=CC=2)(C2C=CC=CC=2)C2C=CC=CC=2)([P](C2C=CC=CC=2)(C2C=CC=CC=2)C2C=CC=CC=2)[P](C2C=CC=CC=2)(C2C=CC=CC=2)C2C=CC=CC=2)(C2C=CC=CC=2)C2C=CC=CC=2)=CC=1.COCCOC>[CH3:25][N:26]1[C:30]([C:2]2[CH:3]=[CH:4][C:5]([O:17][CH2:18][C:19]3[CH:24]=[CH:23][CH:22]=[CH:21][CH:20]=3)=[C:6]([CH:16]=2)[C:7]([NH:9][C:10]2[CH:11]=[N:12][CH:13]=[CH:14][CH:15]=2)=[O:8])=[CH:29][CH:28]=[N:27]1 |f:2.3.4,^1:49,51,70,89|. Reported procedure: To a microwave vial was added 5-bromo-2-[(phenylmethyl)oxy]-N-3-pyridinylbenzamide (may be prepared as described in example 2; 100 mg, 0.26 mmol), 1-methyl-5-(4,4,5,5-tetramethyl-1,3,2-dioxaborolan-2-yl)-1H-pyrazole (59.7 mg, 0.29 mmol), 1,2-dimethoxyethane (2 ml), 1M sodium carbonate (0.52 ml, 0.52 mmol) and tetrakis(triphenylphosphine)palladium(0) (18.09 mg, 0.02 mmol). The vial was sealed and heated to 120° C. for 25 min under microwave conditions. The mixture was evaporated and water (5 ml) ... The reactants are COc1ccc2c(=O)c(=O)c(=O)c2c1, Cl, NNC(=S)Nc1ccccc1. Yields the product COc1ccc2c(=O)c(=NNC(=S)Nc3ccccc3)c(=O)c2c1. RXN SMILES: [CH3:1][O:2][c:3]1[cH:4][c:5]2[c:6](=[O:14])[c:7](=[O:13])[c:8](=[O:12])[c:9]2[cH:10][cH:11]1.[ClH:15].[c:16]1([NH:22][C:23]([NH:24][NH2:25])=[S:26])[cH:17][cH:18][cH:19][cH:20][cH:21]1>>[CH3:1][O:2][c:3]1[cH:4][c:5]2[c:6](=[O:14])[c:7](=[N:25][NH:24][C:23]([NH:22][c:16]3[cH:17][cH:18][cH:19][cH:20][cH:21]3)=[S:26])[c:8](=[O:12])[c:9]2[cH:10][cH:11]1. Reactants: O=C([O-])[O-], Cc1ccc(OS(=O)(=O)C(F)(F)F)c([N+](=O)[O-])c1, CCO, Fc1ccccc1S, [Na+], [Na+]. The product is Cc1ccc(Sc2ccccc2F)c([N+](=O)[O-])c1. RXN SMILES: [C:27](=[O:28])([O-:29])[O-:30].[CH3:1][c:2]1[cH:3][c:4]([N+:16](=[O:17])[O-:18])[c:5]([O:8][S:9]([C:10]([F:11])([F:12])[F:13])(=[O:14])=[O:15])[cH:6][cH:7]1.[CH3:33][CH2:34][OH:35].[F:19][c:20]1[c:21]([SH:26])[cH:22][cH:23][cH:24][cH:25]1.[Na+:31].[Na+:32]>>[CH3:1][c:2]1[cH:3][c:4]([N+:16](=[O:17])[O-:18])[c:5]([S:26][c:21]2[c:20]([F:19])[cH:25][cH:24][cH:23][cH:22]2)[cH:6][cH:7]1. Starting materials: C(C1=CC=CC=C1)(=O)O[C@@H]1[C@H](O[C@H]([C@@H]1OC(C1=CC=CC=C1)=O)N1C2=NC(=NC(=C2N=C1)NCC(C1=CC=CC=C1)C1=CC=CC=C1)C#N)C(=O)NCC ((2S,3S,4R,5R)-4-(benzoyloxy)-5-{2-cyano-6-[(2,2-diphenylethyl)amino]-9H-purin-9-yl}-2-[(ethylamino)carbonyl]tetrahydro-3-furanyl benzoate), N (ammonia). Reagents/catalysts: [Pd] (Palladium on carbon). The solvent is C(C)O (ethanol). Conditions: time 16 hour. Product: NCC1=NC(=C2N=CN(C2=N1)[C@H]1[C@@H]([C@@H]([C@H](O1)C(=O)NCC)O)O)NCC(C1=CC=CC=C1)C1=CC=CC=C1 ((2S,3S,4R,5R)-5-{2-(Aminomethyl)-6-[(2,2-diphenylethyl)amino]-9H-purin-9-yl}-N-ethyl-3,4-dihydroxytetrahydro-2-furancarboxamide). Yield: 85.9%. As a reaction SMILES: C([O:9][C@H:10]1[C@@H:14]([O:15]C(=O)C2C=CC=CC=2)[C@H:13]([N:24]2[CH:32]=[N:31][C:30]3[C:25]2=[N:26][C:27]([C:48]#[N:49])=[N:28][C:29]=3[NH:33][CH2:34][CH:35]([C:42]2[CH:47]=[CH:46][CH:45]=[CH:44][CH:43]=2)[C:36]2[CH:41]=[CH:40][CH:39]=[CH:38][CH:37]=2)[O:12][C@@H:11]1[C:50]([NH:52][CH2:53][CH3:54])=[O:51])(=O)C1C=CC=CC=1.N>[Pd].C(O)C>[NH2:49][CH2:48][C:27]1[N:26]=[C:25]2[C:30]([N:31]=[CH:32][N:24]2[C@@H:13]2[O:12][C@H:11]([C:50]([NH:52][CH2:53][CH3:54])=[O:51])[C@@H:10]([OH:9])[C@H:14]2[OH:15])=[C:29]([NH:33][CH2:34][CH:35]([C:36]2[CH:41]=[CH:40][CH:39]=[CH:38][CH:37]=2)[C:42]2[CH:43]=[CH:44][CH:45]=[CH:46][CH:47]=2)[N:28]=1. Procedure details: 10% Palladium on carbon (400 mg) was added to a solution of (2S,3S,4R,5R)-4-(benzoyloxy)-5-{2-cyano-6-[(2,2-diphenylethyl)amino]-9H-purin-9-yl}-2-[(ethylamino)carbonyl]tetrahydro-3-furanyl benzoate (Preparation 7) (2.0 g, 2.70 mmol) in a saturated solution of ammonia in ethanol (40 ml). The reaction mixture was stirred under an atmosphere of hydrogen (414 kPa, 60 psi) for 16 hours at room temperature. The suspension was filtered through Arbocel (Trade Mark) and the solvent was removed under redu...